Dataset: the Open Reaction Database (ORD), a public repository of structured organic reaction records. Task: describe an organic reaction: reactants, conditions, products, and yield The reactants are O=C1OC2(CC1)CCN(CC2)C(=O)OC(C)(C)C (2-oxo-8-(t-Butoxycarbonyl)-8-aza-1-oxaspiro[4.5]decane), FC1=CC=C(CBr)C=C1 (4-fluorobenzyl bromide), C(C)(C)NC(C)C (diisopropyl amine), C(CCC)[Li] (n-butyllithium). The solvent is C1CCOC1 (THF), C1CCOC1 (THF). Run at temperature 0 celsius, time 30 minute. The product is O=C1OC2(CC1CC1=CC=C(C=C1)F)CCN(CC2)C(=O)OC(C)(C)C (2-oxo-3-(4-Fluorobenzyl)-8-(t-butoxycarbonyl)-8-aza-1-oxa-spiro[4.5]decane). The yield is 70.2%. As a reaction SMILES: C(NC(C)C)(C)C.C([Li])CCC.[O:13]=[C:14]1[CH2:18][CH2:17][C:16]2([CH2:23][CH2:22][N:21]([C:24]([O:26][C:27]([CH3:30])([CH3:29])[CH3:28])=[O:25])[CH2:20][CH2:19]2)[O:15]1.[F:31][C:32]1[CH:39]=[CH:38][C:35]([CH2:36]Br)=[CH:34][CH:33]=1>C1COCC1>[O:13]=[C:14]1[CH:18]([CH2:36][C:35]2[CH:38]=[CH:39][C:32]([F:31])=[CH:33][CH:34]=2)[CH2:17][C:16]2([CH2:23][CH2:22][N:21]([C:24]([O:26][C:27]([CH3:30])([CH3:29])[CH3:28])=[O:25])[CH2:20][CH2:19]2)[O:15]1. Procedure details: A solution of diisopropyl amine (0.36 mL, 2.6 mmol) in 7.5 mL dry THF was cooled to −78° C. and n-butyllithium (1.5 mL, 1.6 M in hexane, 2.4 mmol) was added. The mixture was warmed to 0° C. for 15 min then recooled to −78° C. A solution of 2-oxo-8-(t-Butoxycarbonyl)-8-aza-1-oxaspiro[4.5]decane (510 mg, 2.0 mmol, from Step B) in 2 mL THF was added dropwise. After 30 min at −78° C. 4-fluorobenzyl bromide (0.32 mL, 2.6 mmol) was added and after 30 min the mixture was warmed to room temperature and ... Starting materials: [BH4-], CCO, CCOC(C)=O, COC(=O)C1CC1C(=O)Nc1cn2nc(Oc3ccc(C)c(NC(=O)c4cc(C)nn4C)c3)ccc2n1, [Ca+2], [Cl-], [Cl-], [Cl-], [NH4+], [Na+], C1CCOC1. Yields the product Cc1cc(C(=O)Nc2cc(Oc3ccc4nc(NC(=O)C5CC5CO)cn4n3)ccc2C)n(C)n1. As a reaction SMILES: [BH4-:4].[CH2:45]([OH:46])[CH3:47].[CH3:53][CH2:54][O:55][C:56](=[O:57])[CH3:58].[CH3:6][n:7]1[n:8][c:9]([CH3:42])[cH:10][c:11]1[C:12](=[O:13])[NH:14][c:15]1[cH:16][c:17]([O:18][c:19]2[cH:20][cH:21][c:22]3[n:23]([n:24]2)[cH:25][c:26]([NH:28][C:29](=[O:30])[CH:31]2[CH:32]([C:34](=[O:35])[O:36][CH3:37])[CH2:33]2)[n:27]3)[cH:38][cH:39][c:40]1[CH3:41].[Ca+2:3].[Cl-:1].[Cl-:2].[Cl-:43].[NH4+:44].[Na+:5].[O:48]1[CH2:49][CH2:50][CH2:51][CH2:52]1>>[CH3:6][n:7]1[n:8][c:9]([CH3:42])[cH:10][c:11]1[C:12](=[O:13])[NH:14][c:15]1[cH:16][c:17]([O:18][c:19]2[cH:20][cH:21][c:22]3[n:23]([n:24]2)[cH:25][c:26]([NH:28][C:29](=[O:30])[CH:31]2[CH:32]([CH2:34][OH:35])[CH2:33]2)[n:27]3)[cH:38][cH:39][c:40]1[CH3:41]. The reactants are O=C([O-])[O-], Cc1cc(B(O)O)ccn1, Clc1ccc2nc(-c3ccccc3)c(I)n2n1, ClCCl, [Cs+], [Cs+], C1CCOC1, O. Yields the product Cc1cc(-c2c(-c3ccccc3)nc3ccc(Cl)nn23)ccn1. RXN SMILES: [C:23](=[O:24])([O-:25])[O-:26].[CH3:29][c:30]1[n:31][cH:32][cH:33][c:34]([B:36]([OH:37])[OH:38])[cH:35]1.[Cl:1][c:2]1[cH:3][cH:4][c:5]2[n:6]([n:7]1)[c:8]([I:17])[c:9](-[c:11]1[cH:12][cH:13][cH:14][cH:15][cH:16]1)[n:10]2.[Cl:39][CH2:40][Cl:41].[Cs+:27].[Cs+:28].[O:18]1[CH2:19][CH2:20][CH2:21][CH2:22]1.[OH2:42]>>[Cl:1][c:2]1[cH:3][cH:4][c:5]2[n:6]([n:7]1)[c:8](-[c:34]1[cH:33][cH:32][n:31][c:30]([CH3:29])[cH:35]1)[c:9](-[c:11]1[cH:12][cH:13][cH:14][cH:15][cH:16]1)[n:10]2. Starting materials: C(C(=O)Cl)(=O)Cl (Oxalyl chloride), C(=O)(O)C(C(=O)[O-])(CC1=CC=C(C=C1)C)SCC1=CC=CC=C1 (2-(carboxy)(phenyl)methylthio-3-(4-methylphenyl)propionate), O1CCCC1 (tetrahydrofuran). The reagents and catalysts are CN(C)C=O (DMF). Conditions: time 1.5 hour. Yields the product CC1=CC2=C(C[C@@H](S[C@H](C2=O)C2=CC=CC=C2)C(=O)OC)C=C1 (methyl trans-7-methyl-5-oxo-4-phenyl-1,2,4,5-tetrahydro-3-benzothiepine-2-carboxylate). Isolated yield 30.0%. As a reaction SMILES: C(Cl)(=O)[C:2](Cl)=[O:3].[C:7]([C:10]([S:22][CH2:23][C:24]1[CH:29]=[CH:28][CH:27]=[CH:26][CH:25]=1)([CH2:14][C:15]1[CH:20]=[CH:19][C:18]([CH3:21])=[CH:17][CH:16]=1)C([O-])=O)([OH:9])=[O:8].O1CCC[CH2:31]1>CN(C=O)C>[CH3:21][C:18]1[CH:19]=[CH:20][C:15]2[CH2:14][C@H:10]([C:7]([O:9][CH3:31])=[O:8])[S:22][C@@H:23]([C:24]3[CH:29]=[CH:28][CH:27]=[CH:26][CH:25]=3)[C:2](=[O:3])[C:16]=2[CH:17]=1. Procedure details: Oxalyl chloride (11.3 g) and DMF (3 drops) were successively added dropwise to a solution of 2-(carboxy)(phenyl)methylthio-3-(4-methylphenyl)propionate (25.5 g) in tetrahydrofuran (THF) (150 ml), followed by stirring for 1.5 hours at room temperature and concentrated under reduced pressure. The residual oil was dissolved in dichloromethane (50 ml). The solution was added dropwise to a suspension of aluminum chloride (AlCl3)(21.7 g) and dichloromethane (200 ml) with ice-cooling. The reaction mixt... Starting materials: ClC1=CC=CC2=C1C(N1[C@H](C=3N2C=NC3C(=O)N)CCC1)=O ((S)-8-chloro-11,12,13,13a-tetrahydro-9-oxo-9H-imidazo[1,5-a]pyrrolo[2,1-c][1,4]benzodiazepine-1-carboxamide), COC1=CC=C(C=C1)P1(SP(S1)(C1=CC=C(C=C1)OC)=S)=S (2,4-bis(p-methoxyphenyl)-1,3,2,4-dithiadiphosphetane-2,4-disulphide). The solvent is C1(=CC=CC=C1)C (toluene). The product is ClC1=CC=CC2=C1C(N1[C@H](C=3N2C=NC3C#N)CCC1)=O ((S)-8-chloro-11,12,13,13a-tetrahydro-9-oxo-9H-imidazo[1,5-a]pyrrolo[2,1-c][1,4]benzodiazepine-1-carbonitrile). As a reaction SMILES: [Cl:1][C:2]1[C:7]2[C:8](=[O:22])[N:9]3[CH2:21][CH2:20][CH2:19][C@H:10]3[C:11]3[N:12]([CH:13]=[N:14][C:15]=3[C:16]([NH2:18])=O)[C:6]=2[CH:5]=[CH:4][CH:3]=1.COC1C=CC(P2(=S)SP(=S)(C3C=CC(OC)=CC=3)S2)=CC=1>C1(C)C=CC=CC=1>[Cl:1][C:2]1[C:7]2[C:8](=[O:22])[N:9]3[CH2:21][CH2:20][CH2:19][C@H:10]3[C:11]3[N:12]([CH:13]=[N:14][C:15]=3[C:16]#[N:18])[C:6]=2[CH:5]=[CH:4][CH:3]=1. Reported procedure: A mixture of 6.32 g (20 mmol) of (S)-8-chloro-11,12,13,13a-tetrahydro-9-oxo-9H-imidazo[1,5-a]pyrrolo[2,1-c][1,4]benzodiazepine-1-carboxamide, 5.68 g (14 mmol) of 2,4-bis(p-methoxyphenyl)-1,3,2,4-dithiadiphosphetane-2,4-disulphide and 100 ml of toluene is heated to boiling under reflux for 4.5 hours. The solution obtained is then evaporated in vacuo and the residue is chromatographed on silica gel while eluting with ethyl acetate. After recrystallization from methylene chloride/ethyl acetate ther... The reactants are CC1(c2ccc(F)cc2)OC(C=Cc2ccsc2)=CC1=O, OCCS. Yields the product CC1(c2ccc(F)cc2)OC(CC(SCCO)c2ccsc2)=CC1=O. RXN SMILES: [F:1][c:2]1[cH:3][cH:4][c:5]([C:8]2([CH3:21])[O:9][C:10]([CH:14]=[CH:15][c:16]3[cH:17][s:18][cH:19][cH:20]3)=[CH:11][C:12]2=[O:13])[cH:6][cH:7]1.[SH:22][CH2:23][CH2:24][OH:25]>>[F:1][c:2]1[cH:3][cH:4][c:5]([C:8]2([CH3:21])[O:9][C:10]([CH2:14][CH:15]([c:16]3[cH:17][s:18][cH:19][cH:20]3)[S:22][CH2:23][CH2:24][OH:25])=[CH:11][C:12]2=[O:13])[cH:6][cH:7]1.